From a dataset of the Open Reaction Database (ORD), a public repository of structured organic reaction records. describe an organic reaction: reactants, conditions, products, and yield Reactants: ClCCl, COc1ccc(CCN2CCC(CO)C2)cc1OC, [Cl-], Cc1ccc(S(=O)(=O)O)cc1, c1ccncc1. Yields the product COc1ccc(CCN2CCC(COS(=O)(=O)c3ccc(C)cc3)C2)cc1OC. Reaction SMILES: [CH2:38]([Cl:39])[Cl:40].[CH3:1][O:2][c:3]1[cH:4][c:5]([CH2:11][CH2:12][N:13]2[CH2:14][CH:15]([CH2:18][OH:19])[CH2:16][CH2:17]2)[cH:6][cH:7][c:8]1[O:9][CH3:10].[Cl-:20].[c:21]1([CH3:31])[cH:22][cH:23][c:24]([S:27](=[O:28])(=[O:29])[OH:30])[cH:25][cH:26]1.[cH:32]1[cH:33][cH:34][n:35][cH:36][cH:37]1>>[CH3:1][O:2][c:3]1[cH:4][c:5]([CH2:11][CH2:12][N:13]2[CH2:14][CH:15]([CH2:18][O:19][S:27]([c:24]3[cH:23][cH:22][c:21]([CH3:31])[cH:26][cH:25]3)(=[O:28])=[O:29])[CH2:16][CH2:17]2)[cH:6][cH:7][c:8]1[O:9][CH3:10]. The reactants are C(C)OC(CCCOC1=C(C(=C(C=C1)C(C)=O)O)CCC)=O (4-(4-acetyl-3-hydroxy-2-propylphenoxy)butanoic acid ethyl ester), S(C)(=O)(=O)OCCOCCOCCOS(C)(=O)=O (triethylene glycol dimesylate), C([O-])([O-])=O.[K+].[K+] (potassium carbonate). The solvent is CC(=O)C (acetone), CN(C=O)C (dimethylformamide). Yields the product C(C)OC(CCCOC1=C(C(=C(C=C1)C(C)=O)OCCOCCOCCOS(=O)(=O)C)CCC)=O (4-[4-acetyl-3-[2-[2-[2-[(methylsulfonyl)oxy]ethoxy]ethoxy]ethoxy]-2-propylphenoxy]butanoic acid ethyl ester). Isolated yield 44.6%. Reaction SMILES: [CH2:1]([O:3][C:4](=[O:22])[CH2:5][CH2:6][CH2:7][O:8][C:9]1[CH:14]=[CH:13][C:12]([C:15](=[O:17])[CH3:16])=[C:11]([OH:18])[C:10]=1[CH2:19][CH2:20][CH3:21])[CH3:2].[S:23]([O:27][CH2:28][CH2:29][O:30][CH2:31][CH2:32][O:33][CH2:34][CH2:35]OS(=O)(=O)C)(=[O:26])(=[O:25])[CH3:24].C(=O)([O-])[O-].[K+].[K+]>CC(C)=O.CN(C)C=O>[CH2:1]([O:3][C:4](=[O:22])[CH2:5][CH2:6][CH2:7][O:8][C:9]1[CH:14]=[CH:13][C:12]([C:15](=[O:17])[CH3:16])=[C:11]([O:18][CH2:35][CH2:34][O:33][CH2:32][CH2:31][O:30][CH2:29][CH2:28][O:27][S:23]([CH3:24])(=[O:25])=[O:26])[C:10]=1[CH2:19][CH2:20][CH3:21])[CH3:2] |f:2.3.4|. Procedure: A mixture of 4.0 g of 4-(4-acetyl-3-hydroxy-2-propylphenoxy)butanoic acid ethyl ester, 19.9 g of triethylene glycol dimesylate and 3.6 g of anhydrous potassium carbonate in 80 ml of anhydrous acetone and 40 ml of anhydrous dimethylformamide was stirred at reflux for 23 hours. The reaction mixture was filtered and the filtrate was concentrated in vacuo to an oil which was purified by high pressure liquid chromatography using 30% ethyl acetate-toluene to give 3.0 g (45% yield) of 4-[4-acetyl-3-[2-... The reactants are COC(C)OCOCC(CC(C)C(=O)OCc1ccccc1)N(C)C(=O)c1ccc([N+](=O)[O-])cc1, C1CCOC1, CO, Cl, [Na+], [OH-]. Product: COC(C)OCOCC(CC(C)C(=O)O)N(C)C(=O)c1ccc([N+](=O)[O-])cc1. As a reaction SMILES: [CH2:1]([c:2]1[cH:3][cH:4][cH:5][cH:6][cH:7]1)[O:8][C:9]([CH:10]([CH2:11][CH:12]([CH2:13][O:14][CH2:15][O:16][CH:17]([CH3:18])[O:19][CH3:20])[N:21]([C:22](=[O:23])[c:24]1[cH:25][cH:26][c:27]([N+:30](=[O:31])[O-:32])[cH:28][cH:29]1)[CH3:33])[CH3:34])=[O:35].[CH2:39]1[O:40][CH2:41][CH2:42][CH2:43]1.[CH3:44][OH:45].[ClH:38].[Na+:37].[OH-:36]>>[O:8]=[C:9]([CH:10]([CH2:11][CH:12]([CH2:13][O:14][CH2:15][O:16][CH:17]([CH3:18])[O:19][CH3:20])[N:21]([C:22](=[O:23])[c:24]1[cH:25][cH:26][c:27]([N+:30](=[O:31])[O-:32])[cH:28][cH:29]1)[CH3:33])[CH3:34])[OH:35].